From a dataset of the Open Reaction Database (ORD), a public repository of structured organic reaction records. describe an organic reaction: reactants, conditions, products, and yield The product is C(C1=CC=CC=C1)N1C[C@@H](CCC1)OC=1C2=C(N=CN1)OC(=C2C2=CC=C(C=C2)CC)C2=C(C=CC=C2)F (4-{[(3R)-1-Benzylpiperidin-3-yl]oxy}-5-(4-ethylphenyl)-6-(2-fluorophenyl)furo[2,3-d]pyrimidine). Reagents/catalysts: Cl[Pd]([P](C1=CC=CC=C1)(C2=CC=CC=C2)C3=CC=CC=C3)([P](C4=CC=CC=C4)(C5=CC=CC=C5)C6=CC=CC=C6)Cl (bis(triphenylphosphine)palladium(II) chloride). Reaction SMILES: C(=O)([O-])[O-].[Na+].[Na+].[CH2:7]([N:14]1[CH2:19][CH2:18][CH2:17][C@@H:16]([O:20][C:21]2[C:22]3[C:29]([C:30]4[CH:35]=[CH:34][C:33]([CH2:36][CH3:37])=[CH:32][CH:31]=4)=[C:28](I)[O:27][C:23]=3[N:24]=[CH:25][N:26]=2)[CH2:15]1)[C:8]1[CH:13]=[CH:12][CH:11]=[CH:10][CH:9]=1.[F:39][C:40]1[CH:45]=[CH:44][CH:43]=[CH:42][C:41]=1B(O)O>CS(C)=O.Cl[Pd](Cl)([P](C1C=CC=CC=1)(C1C=CC=CC=1)C1C=CC=CC=1)[P](C1C=CC=CC=1)(C1C=CC=CC=1)C1C=CC=CC=1>[CH2:7]([N:14]1[CH2:19][CH2:18][CH2:17][C@@H:16]([O:20][C:21]2[C:22]3[C:29]([C:30]4[CH:35]=[CH:34][C:33]([CH2:36][CH3:37])=[CH:32][CH:31]=4)=[C:28]([C:41]4[CH:42]=[CH:43][CH:44]=[CH:45][C:40]=4[F:39])[O:27][C:23]=3[N:24]=[CH:25][N:26]=2)[CH2:15]1)[C:8]1[CH:13]=[CH:12][CH:11]=[CH:10][CH:9]=1 |f:0.1.2,^1:55,74|. Reported procedure: Add 0.68 ml of a 2 M aqueous sodium carbonate solution to a mixture of 365 mg (0.68 mmol) of 4-{[(3R)-1-benzylpiperidin-3-yl]oxy}-5-(4-ethylphenyl)-6-iodofuro[2,3-d]pyrimidine and 24 mg (0.03 mmol) of bis(triphenylphosphine)palladium(II) chloride in 15 ml of DMSO. Then add 118 mg (0.85 mmol) of (2-fluorophenyl)boronic acid and stir the mixture at 80° C. for 15 hours. Then filter the reaction mixture and purify directly by means of preparative RP-HPLC (gradient: water/acetonitrile). 291 mg (84% o... The solvent is CS(=O)C (DMSO). Reactants: C(C1=CC=CC=C1)N1C[C@@H](CCC1)OC=1C2=C(N=CN1)OC(=C2C2=CC=C(C=C2)CC)I (4-{[(3R)-1-benzylpiperidin-3-yl]oxy}-5-(4-ethylphenyl)-6-iodofuro[2,3-d]pyrimidine), C([O-])([O-])=O.[Na+].[Na+] (sodium carbonate), FC1=C(C=CC=C1)B(O)O ((2-fluorophenyl)boronic acid). Conditions: temperature 80 celsius, time 15 hour.